From a dataset of the Open Reaction Database (ORD), a public repository of structured organic reaction records. describe an organic reaction: reactants, conditions, products, and yield Reactants: C(C)(=O)C1=CCCC=2C(C3=CC=CC=C3C(C12)=O)=O (1-acetyl-3,4-dihydro-anthraquinone), OC1=CCCC=2C(C3=CC=CC=C3C(C12)=O)=O (1-hydroxy-3,4-dihydroanthraquinone), C(C)(=O)OC(C)=O (acetic anhydride), C(C)(=O)C1=CCCC=2C(C3=CC=CC=C3C(C12)=O)=O (1-acetyl-3,4-dihydroanthraquinone), BrN1C(CCC1=O)=O (N-bromosuccinimide). The solvent is O (water), C(Cl)(Cl)(Cl)Cl (carbon tetrachloride), N1=CC=CC=C1 (pyridine). Conditions: time 8 hour. Yields the product OC1=CC(CC=2C(C3=CC=CC=C3C(C12)=O)=O)CC(=O)O (1-hydroxy-3(carboxymethyl)-3,4-dihydroanthraquinone). Reaction SMILES: [OH:1][C:2]1[C:15]2[C:14](=[O:16])[C:13]3[C:8](=[CH:9][CH:10]=[CH:11][CH:12]=3)[C:7](=[O:17])[C:6]=2[CH2:5][CH2:4][CH:3]=1.[C:18]([O:21]C(=O)C)(=[O:20])[CH3:19].C(C1C2C(=O)C3C(=CC=CC=3)C(=O)C=2CCC=1)(=O)C.BrN1C(=O)CCC1=O>N1C=CC=CC=1.C(Cl)(Cl)(Cl)Cl.O>[OH:1][C:2]1[C:15]2[C:14](=[O:16])[C:13]3[C:8](=[CH:9][CH:10]=[CH:11][CH:12]=3)[C:7](=[O:17])[C:6]=2[CH2:5][CH:4]([CH2:19][C:18]([OH:21])=[O:20])[CH:3]=1. Procedure details: 1-hydroxy-3,4-dihydroanthraquinone is reacted with 2 moles of acetic anhydride in pyridine for 15 hours. The mixture is poured into water, when 1-acetyl-3,4-dihydro-anthraquinone separates. It is collected, washed and dried at 80° C. and 2 Pa absolute (15 torr). The 1-acetyl-3,4-dihydroanthraquinone is reacted with 2 moles of N-bromosuccinimide while suspended in boiling carbon tetrachloride under reflux for 2 hours. 1-acetyl-3-bromo-3,4-dihydroanthraquinone is collected, dissolved in acetone an... The reactants are C(C)N(CC)CCOC1=CC=C(C=C1)C1C(NCCN1)=O (3-(4-diethylaminoethoxyphenyl)-piperazin-2-one), C(=O)OCC (ethyl formate). Yields the product C(C)N(CC)CCOC1=CC=C(C=C1)C1C(NCCN1C=O)=O (3-(4-diethylaminoethoxyphenyl)-4-formylpiperazin-2-one). RXN SMILES: [CH2:1]([N:3]([CH2:6][CH2:7][O:8][C:9]1[CH:14]=[CH:13][C:12]([CH:15]2[NH:20][CH2:19][CH2:18][NH:17][C:16]2=[O:21])=[CH:11][CH:10]=1)[CH2:4][CH3:5])[CH3:2].[CH:22](OCC)=[O:23]>>[CH2:1]([N:3]([CH2:6][CH2:7][O:8][C:9]1[CH:14]=[CH:13][C:12]([CH:15]2[N:20]([CH:22]=[O:23])[CH2:19][CH2:18][NH:17][C:16]2=[O:21])=[CH:11][CH:10]=1)[CH2:4][CH3:5])[CH3:2]. Reported procedure: 29.2 g (0.1 mol) of 3-(4-diethylaminoethoxyphenyl)-piperazin-2-one are acylated by boiling with ethyl formate and the mixture is worked up, as described in Example 5. After being worked up, the product is precipitated as the salt of naphthalene-1,4-disulphonic acid by adding this acid. Reported procedure: The title compound, m.p. 164-166° C. dec. and MS: m/e=414.2 (M+H+) was prepared in accordance with the general method of example 11 from 6-chloro-2,3-dihydro-4H-1-benzothiopyran-4-one oxime and 1-phenyl-1,3,8-triazaspiro[4.5]decan-4-one. Product: ClC=1C=C2C(CCSC2=CC1)N1CCC2(C(NCN2C2=CC=CC=C2)=O)CC1 ((RS)-8-(6-Chloro-thiochroman-4-yl)-1-phenyl-1,3,8-triaza-spiro[4.5]decan-4-one). Reactants: ClC=1C=CC2=C(C(CCS2)=NO)C1 (6-chloro-2,3-dihydro-4H-1-benzothiopyran-4-one oxime), C1(=CC=CC=C1)N1CNC(C12CCNCC2)=O (1-phenyl-1,3,8-triazaspiro[4.5]decan-4-one). Reaction SMILES: [Cl:1][C:2]1[CH:3]=[CH:4][C:5]2[S:10][CH2:9][CH2:8][C:7](=[N:11]O)[C:6]=2[CH:13]=1.[C:14]1([N:20]2[C:24]3([CH2:29][CH2:28]N[CH2:26][CH2:25]3)[C:23](=[O:30])[NH:22][CH2:21]2)[CH:19]=[CH:18][CH:17]=[CH:16][CH:15]=1>>[Cl:1][C:2]1[CH:13]=[C:6]2[C:5](=[CH:4][CH:3]=1)[S:10][CH2:9][CH2:8][CH:7]2[N:11]1[CH2:28][CH2:29][C:24]2([N:20]([C:14]3[CH:15]=[CH:16][CH:17]=[CH:18][CH:19]=3)[CH2:21][NH:22][C:23]2=[O:30])[CH2:25][CH2:26]1. Reactants: CCCc1c(Cn2ccnc2-c2cccc(F)n2)ncn2cc(C(N)=O)nc12, O=P(Cl)(Cl)Cl, c1ccncc1. Product: CCCc1c(Cn2ccnc2-c2cccc(F)n2)ncn2cc(C#N)nc12. RXN SMILES: [F:6][c:7]1[cH:8][cH:9][cH:10][c:11](-[c:13]2[n:14]([CH2:18][c:19]3[c:20]([CH2:31][CH2:32][CH3:33])[c:21]4[n:22]([cH:23][n:24]3)[cH:25][c:26]([C:28](=[O:29])[NH2:30])[n:27]4)[cH:15][cH:16][n:17]2)[n:12]1.[P:1]([Cl:2])([Cl:3])([Cl:4])=[O:5].[cH:34]1[cH:35][cH:36][n:37][cH:38][cH:39]1>>[F:6][c:7]1[cH:8][cH:9][cH:10][c:11](-[c:13]2[n:14]([CH2:18][c:19]3[c:20]([CH2:31][CH2:32][CH3:33])[c:21]4[n:22]([cH:23][n:24]3)[cH:25][c:26]([C:28]#[N:30])[n:27]4)[cH:15][cH:16][n:17]2)[n:12]1.